This data is from the Open Reaction Database (ORD), a public repository of structured organic reaction records. The task is: describe an organic reaction: reactants, conditions, products, and yield Starting materials: CCO, O=C(CCl)Nc1ccc(Cl)cc1C(=O)c1ccccc1, [NH4+], [OH-]. Yields the product O=C1CN=C(c2ccccc2)c2cc(Cl)ccc2N1. RXN SMILES: [CH3:23][CH2:24][OH:25].[Cl:1][CH2:2][C:3](=[O:4])[NH:5][c:6]1[c:7]([C:8](=[O:9])[c:10]2[cH:11][cH:12][cH:13][cH:14][cH:15]2)[cH:16][c:17]([Cl:20])[cH:18][cH:19]1.[NH4+:21].[OH-:22]>>[CH2:2]1[C:3](=[O:4])[NH:5][c:6]2[c:7]([cH:16][c:17]([Cl:20])[cH:18][cH:19]2)[C:8]([c:10]2[cH:11][cH:12][cH:13][cH:14][cH:15]2)=[N:21]1. Starting materials: solution, C[Mg]Br (methylmagnesium bromide), COC(=O)C=1OC(=CC1)C1=C(C=C(C=C1)C(CC)(CC)C1=CC(=C(C=C1)O[Si](C)(C)C(C)(C)C)C)C (5-(4-{1-[4-(t-butyl-dimethyl-silanyloxy)-3-methyl-phenyl]-1-ethyl-propyl}-2-methyl-phenyl)-furan-2-carboxylic acid methyl ester), O1CCCC1 (tetrahydrofuran), O1CCCC1 (tetrahydrofuran), C(C)(=O)OCC (Ethyl acetate). Run at time 3 hour. Yields the product C(C)(C)(C)[Si](OC1=C(C=C(C=C1)C(CC)(CC)C1=CC(=C(C=C1)C1=CC=C(O1)C(C)(C)O)C)C)(C)C (2-[5-(4-{1-[4-(t-butyl-dimethyl-silanyloxy)-3-methyl-phenyl]-1-ethyl-propyl}-2-methyl-phenyl)-furan-2-yl]-propan-2-ol). RXN SMILES: [CH3:1][Mg]Br.COC(C1OC([C:13]2[CH:18]=[CH:17][C:16]([C:19]([C:24]3[CH:29]=[CH:28][C:27]([O:30][Si:31]([C:34]([CH3:37])([CH3:36])[CH3:35])([CH3:33])[CH3:32])=[C:26]([CH3:38])[CH:25]=3)([CH2:22][CH3:23])[CH2:20][CH3:21])=[CH:15][C:14]=2[CH3:39])=CC=1)=O.C([O:43][CH2:44][CH3:45])(=O)C.[O:46]1[CH2:50][CH2:49][CH2:48][CH2:47]1>>[C:34]([Si:31]([CH3:32])([CH3:33])[O:30][C:27]1[CH:28]=[CH:29][C:24]([C:19]([C:16]2[CH:17]=[CH:18][C:13]([C:50]3[O:46][C:47]([C:44]([OH:43])([CH3:45])[CH3:1])=[CH:48][CH:49]=3)=[C:14]([CH3:39])[CH:15]=2)([CH2:20][CH3:21])[CH2:22][CH3:23])=[CH:25][C:26]=1[CH3:38])([CH3:37])([CH3:36])[CH3:35]. Reported procedure: A 3 M solution of methylmagnesium bromide in tetrahydrofuran (0.08 mL, 0.24 mmol) was added to a solution of 5-(4-{1-[4-(t-butyl-dimethyl-silanyloxy)-3-methyl-phenyl]-1-ethyl-propyl}-2-methyl-phenyl)-furan-2-carboxylic acid methyl ester (Example 19-(2); 20 mg, 0.039 mmol) in tetrahydrofuran (0.2 mL) at 0° C., and the mixture was stirred at the same temperature for three hours. Ethyl acetate was added to the reaction solution. The organic layer was washed with a sodium bisulfate aqueous solution ...